From a dataset of the Open Reaction Database (ORD), a public repository of structured organic reaction records. describe an organic reaction: reactants, conditions, products, and yield As a reaction SMILES: [CH3:1][S:2](=[O:3])[c:4]1[n:5][cH:6][cH:7][c:8]([CH:10]([CH:11]([c:12]2[cH:13][n:14][cH:15][cH:16][cH:17]2)[c:18]2[cH:19][n:20][cH:21][cH:22][cH:23]2)[c:24]2[cH:25][c:26]([C:27]#[N:28])[cH:29][cH:30][cH:31]2)[n:9]1.[NH3:32]>>[c:4]1([NH2:32])[n:5][cH:6][cH:7][c:8]([CH:10]([CH:11]([c:12]2[cH:13][n:14][cH:15][cH:16][cH:17]2)[c:18]2[cH:19][n:20][cH:21][cH:22][cH:23]2)[c:24]2[cH:25][c:26]([C:27]#[N:28])[cH:29][cH:30][cH:31]2)[n:9]1. The product is N#Cc1cccc(C(c2ccnc(N)n2)C(c2cccnc2)c2cccnc2)c1. Reactants: CS(=O)c1nccc(C(c2cccc(C#N)c2)C(c2cccnc2)c2cccnc2)n1, N.